The task is: describe an organic reaction: reactants, conditions, products, and yield. This data is from the Open Reaction Database (ORD), a public repository of structured organic reaction records. Starting materials: [Al+3], ClCCl, COC(=O)c1ccc2sc(C)cc2c1, CCOC(C)=O, [Cl-], [Cl-], [Cl-], O=C(Cl)c1ccc(Cl)cc1Cl, O. Yields the product COC(=O)c1ccc2sc(C)c(C(=O)c3ccc(Cl)cc3Cl)c2c1. Reaction SMILES: [Al+3:2].[CH2:31]([Cl:32])[Cl:33].[CH3:16][O:17][C:18](=[O:19])[c:20]1[cH:21][c:22]2[c:23]([s:24][c:25]([CH3:27])[cH:26]2)[cH:28][cH:29]1.[CH3:34][CH2:35][O:36][C:37](=[O:38])[CH3:39].[Cl-:1].[Cl-:3].[Cl-:4].[Cl:5][c:6]1[c:7]([C:8](=[O:9])[Cl:10])[cH:11][cH:12][c:13]([Cl:15])[cH:14]1.[OH2:30]>>[Cl:5][c:6]1[c:7]([C:8](=[O:9])[c:26]2[c:22]3[cH:21][c:20]([C:18]([O:17][CH3:16])=[O:19])[cH:29][cH:28][c:23]3[s:24][c:25]2[CH3:27])[cH:11][cH:12][c:13]([Cl:15])[cH:14]1.